Dataset: the Open Reaction Database (ORD), a public repository of structured organic reaction records. Task: describe an organic reaction: reactants, conditions, products, and yield Starting materials: C(C)(=O)OCC (ethyl acetate), C([O-])([O-])=O.[K+].[K+] (Potassium carbonate), ICCCCCC (1-iodohexane), OC=1C=C(C=C(C1O)OC)C[C@H]1\C(\C(=O)OC1)=C/C1=CC(=C(C(=C1)OC)OC)OC ((S)-(E)-3-[1-(3,4-dihydroxy-5-methoxyphenyl)methyl]-2-(3,4,5-trimethoxybenzylidene)butanolide). Run in CN(C)C=O (DMF). Conditions: temperature 60 celsius, time 4.5 hour. Product: C(CCCCC)OC=1C=C(C=C(C1OCCCCCC)OC)C[C@H]1\C(\C(=O)OC1)=C/C1=CC(=C(C(=C1)OC)OC)OC ((S)-(E)-3-[1-(3,4-dihexyloxy-5- methoxyphenyl)methyl]-2-(3,4,5-trimethoxybenzylidene)butanolide), oil. Yield: 68.0%. As a reaction SMILES: C(=O)([O-])[O-].[K+].[K+].I[CH2:8][CH2:9][CH2:10][CH2:11][CH2:12][CH3:13].[OH:14][C:15]1[CH:16]=[C:17]([CH2:24][C@@H:25]2[CH2:30][O:29][C:27](=[O:28])/[C:26]/2=[CH:31]/[C:32]2[CH:37]=[C:36]([O:38][CH3:39])[C:35]([O:40][CH3:41])=[C:34]([O:42][CH3:43])[CH:33]=2)[CH:18]=[C:19]([O:22][CH3:23])[C:20]=1[OH:21].C(O[CH2:48][CH3:49])(=O)C>CN(C=O)C>[CH2:8]([O:14][C:15]1[CH:16]=[C:17]([CH2:24][C@@H:25]2[CH2:30][O:29][C:27](=[O:28])/[C:26]/2=[CH:31]/[C:32]2[CH:37]=[C:36]([O:38][CH3:39])[C:35]([O:40][CH3:41])=[C:34]([O:42][CH3:43])[CH:33]=2)[CH:18]=[C:19]([O:22][CH3:23])[C:20]=1[O:21][CH2:8][CH2:9][CH2:10][CH2:11][CH2:48][CH3:49])[CH2:9][CH2:10][CH2:11][CH2:12][CH3:13] |f:0.1.2|. Reported procedure: Potassium carbonate (500 mg, 3.6 mmol) and 1-iodohexane (1.0 ml, 6.79 mmol) were added to a solution of (S)-(E)-3-[1-(3,4-dihydroxy-5-methoxyphenyl)methyl]-2-(3,4,5-trimethoxybenzylidene)butanolide (324 mg, 0.78 mmol) in 10 ml of DMF, followed by stirring at 60° C. for 4.5 hours. The reaction mixture was poured into 50 ml of ethyl acetate and then the resulting solution was washed successively with water, 2N-HCl, water and saturated NaHCO3. After the organic layer was dried over anhydrous magnes... The reactants are BrC=1C=C(C=C(C1)OC(F)(F)F)C1=CC(=NN1C1=CC(=NC=C1)C)C(=O)O (5-(3-Bromo-5-trifluoromethoxyphenyl)-1-(2-methylpyridin-4-yl)-1H-pyrazole-3-carboxylic acid), ClC=1C=C(C=C(C1)F)C1=CC(=NN1C1=NC=CC=C1)C(=O)N1CNC(C1)=O (1-{[5-(3-Chloro-5-fluorophenyl)-1-(pyridin-2-yl)-1H-pyrazol-3-yl]carbonyl}imidazolidin-4-one), Cl.N1C(NC=C1)=O (4-imidazolinone-hydrochloride). Product: BrC=1C=C(C=C(C1)OC(F)(F)F)C1=CC(=NN1C1=CC(=NC=C1)C)C(=O)N1CNC(C1)=O (1-({5-[3-Bromo-5-(trifluoromethoxy)phenyl]-1-(2-methylpyridin-4-yl)-1H-pyrazol-3-yl}carbonyl)imidazolidin-4-one). Reaction SMILES: [Br:1][C:2]1[CH:3]=[C:4]([C:13]2[N:17]([C:18]3[CH:23]=[CH:22][N:21]=[C:20]([CH3:24])[CH:19]=3)[N:16]=[C:15]([C:25]([OH:27])=O)[CH:14]=2)[CH:5]=[C:6]([O:8][C:9]([F:12])([F:11])[F:10])[CH:7]=1.ClC1C=C(C2N(C3C=CC=CN=3)N=C(C([N:49]3[CH2:53][C:52](=[O:54])[NH:51][CH2:50]3)=O)C=2)C=C(F)C=1.Cl.N1C=CNC1=O>>[Br:1][C:2]1[CH:3]=[C:4]([C:13]2[N:17]([C:18]3[CH:23]=[CH:22][N:21]=[C:20]([CH3:24])[CH:19]=3)[N:16]=[C:15]([C:25]([N:49]3[CH2:53][C:52](=[O:54])[NH:51][CH2:50]3)=[O:27])[CH:14]=2)[CH:5]=[C:6]([O:8][C:9]([F:12])([F:11])[F:10])[CH:7]=1 |f:2.3|. Procedure: 75 mg (0.17 mmol) of the compound of Example 48A is reacted analogously to the synthesis of the compound of Example 1 with 23 mg (0.19 mmol) of 4-imidazolinone-hydrochloride. 72 mg (83% of theory) of the title compound is obtained. Reactants: BrC1=CC(=C(C(=O)O)C=C1F)Cl (4-bromo-2-chloro-5-fluorobenzoic acid), CO (MeOH), O=S(Cl)Cl (SOCl2). Reaction conditions: temperature 0 celsius, time 3 day. The product is BrC1=CC(=C(C(=O)OC)C=C1F)Cl (Methyl 4-bromo-2-chloro-5-fluorobenzoate). The yield is 95.0%. RXN SMILES: [Br:1][C:2]1[C:10]([F:11])=[CH:9][C:5]([C:6]([OH:8])=[O:7])=[C:4]([Cl:12])[CH:3]=1.O=S(Cl)Cl.[CH3:17]O>>[Br:1][C:2]1[C:10]([F:11])=[CH:9][C:5]([C:6]([O:8][CH3:17])=[O:7])=[C:4]([Cl:12])[CH:3]=1. Procedure: 4-bromo-2-chloro-5-fluorobenzoic acid (Apollo PC9723, 5 g; 19.73 mmol; 1 eq.) was dissolved in MeOH (100 mL). The solution was cooled down to 0° C. SOCl2 (4.29 mL; 59.18 mmol; 3 eq.) was added dropwise (addition took 15 min and IT increased to 9° C.). The reaction mixture was stirred at RT for 3 days. The reaction mixture was concentrated and the crude mixture was dissolved in EtOAc (200 mL) and washed with a saturated aqueous solution of NaHCO3(50 mL), brine (50 mL), dried over MgSO4 and concen... The reactants are [BH4-], CCO, [Na+], O=C1c2cc(S(=O)(=O)Nc3cccc(O)c3)ccc2-c2ccc(S(=O)(=O)Nc3cccc(O)c3)cc21. The product is O=S(=O)(Nc1cccc(O)c1)c1ccc2c(c1)C(O)c1cc(S(=O)(=O)Nc3cccc(O)c3)ccc1-2. RXN SMILES: [BH4-:37].[CH3:39][CH2:40][OH:41].[Na+:38].[OH:1][c:2]1[cH:3][c:4]([NH:8][S:9](=[O:10])(=[O:11])[c:12]2[cH:13][c:14]3[c:22]([cH:23][cH:24]2)-[c:21]2[c:16]([cH:17][c:18]([S:25](=[O:26])(=[O:27])[NH:28][c:29]4[cH:30][c:31]([OH:35])[cH:32][cH:33][cH:34]4)[cH:19][cH:20]2)[C:15]3=[O:36])[cH:5][cH:6][cH:7]1>>[OH:1][c:2]1[cH:3][c:4]([NH:8][S:9](=[O:10])(=[O:11])[c:12]2[cH:13][c:14]3[c:22]([cH:23][cH:24]2)-[c:21]2[c:16]([cH:17][c:18]([S:25](=[O:26])(=[O:27])[NH:28][c:29]4[cH:30][c:31]([OH:35])[cH:32][cH:33][cH:34]4)[cH:19][cH:20]2)[CH:15]3[OH:36])[cH:5][cH:6][cH:7]1. Reactants: BrC1=CC=C2CCC3(CC2=C1)OCCO3 (7'-bromo-3', 4'-dihydrospiro[1,3-dioxolane-2,2'(1H)-naphthalene]), C[Si](C)(C)C#C (trimethylsilylacetylene). Reagents/catalysts: C(C)(=O)[O-].[Pd+2].C(C)(=O)[O-] (palladium acetate). Run in C(C)N(CC)CC (triethylamine). The product is C[Si](C#CC1=CC=C2CCC3(CC2=C1)OCCO3)(C)C (3', 4'-dihydro-7'[2-(trimethylsilyl)-ethynyl]spiro[1,3-dioxolane-2,2'(1'H)-naphthalene]). Reaction SMILES: Br[C:2]1[CH:11]=[C:10]2[C:5]([CH2:6][CH2:7][C:8]3([O:15][CH2:14][CH2:13][O:12]3)[CH2:9]2)=[CH:4][CH:3]=1.[CH3:16][Si:17]([C:20]#[CH:21])([CH3:19])[CH3:18]>C(N(CC)CC)C.C([O-])(=O)C.[Pd+2].C([O-])(=O)C>[CH3:16][Si:17]([CH3:19])([CH3:18])[C:20]#[C:21][C:2]1[CH:11]=[C:10]2[C:5]([CH2:6][CH2:7][C:8]3([O:15][CH2:14][CH2:13][O:12]3)[CH2:9]2)=[CH:4][CH:3]=1 |f:3.4.5|. Procedure: A solution of 7'-bromo-3', 4'-dihydrospiro[1,3-dioxolane-2,2'(1H)-naphthalene](3.40 g, 12.6 mmol), trimethylsilylacetylene (7.0 ml), 50 mmol) (Aidrich), triphenyephosphine (0.66 g, 2.50 mmol), and palladium acetate (0.28 g, 1.2 mmol) in triethylamine (18 ml) was stirred at 70° C. for 18 hours and then concentrated in vacuo. The residue was absorbed onto silica gel from a diethyl ether solution and partially purified by elution through silica gel (15 g) with diethyl ether: hexane (1:9). Further p... The reactants are CC1=CC=C(CC2CCN(CC2)C(C#C)C)C=C1 (4-(4-methylbenzyl)-1-(1-butyn-3-yl)piperidine), IC1=CC=C(C=C1)O (4-iodophenol), C(CCC)N (butylamine). The reagents and catalysts are C=1C=CC(=CC1)[P](C=2C=CC=CC2)(C=3C=CC=CC3)[Pd]([P](C=4C=CC=CC4)(C=5C=CC=CC5)C=6C=CC=CC6)([P](C=7C=CC=CC7)(C=8C=CC=CC8)C=9C=CC=CC9)[P](C=1C=CC=CC1)(C=1C=CC=CC1)C=1C=CC=CC1 (Pd(PPh3)4). Run at temperature 55 celsius, time 24 hour. Product: CC1=CC=C(CC2CCN(CC2)CCC#CC2=CC=C(C=C2)O)C=C1 (4-{4-[4-(4-Methyl-benzyl)-piperidin-1-yl]-but-1-ynyl}-phenol). Yield: 27.0%. Reaction SMILES: [CH3:1][C:2]1[CH:18]=[CH:17][C:5]([CH2:6][CH:7]2[CH2:12][CH2:11][N:10]([CH:13](C)[C:14]#[CH:15])[CH2:9][CH2:8]2)=[CH:4][CH:3]=1.I[C:20]1[CH:25]=[CH:24][C:23]([OH:26])=[CH:22][CH:21]=1.[CH2:27](N)CCC>C1C=CC([P]([Pd]([P](C2C=CC=CC=2)(C2C=CC=CC=2)C2C=CC=CC=2)([P](C2C=CC=CC=2)(C2C=CC=CC=2)C2C=CC=CC=2)[P](C2C=CC=CC=2)(C2C=CC=CC=2)C2C=CC=CC=2)(C2C=CC=CC=2)C2C=CC=CC=2)=CC=1>[CH3:1][C:2]1[CH:3]=[CH:4][C:5]([CH2:6][CH:7]2[CH2:8][CH2:9][N:10]([CH2:13][CH2:14][C:15]#[C:27][C:20]3[CH:25]=[CH:24][C:23]([OH:26])=[CH:22][CH:21]=3)[CH2:11][CH2:12]2)=[CH:17][CH:18]=1 |^1:35,37,56,75|. Procedure details: To a solution of 4-(4-methylbenzyl)-1-(1-butyn-3-yl)piperidine (400 mg, 1.66 mmol) and 4-iodophenol (347 mg 1.57 mmol) in 10 mL of butylamine is added 80 mg of Pd(PPh3)4. The resulting solution is allowed to stir at 55° C. for 24 hr. The solvent is evaporated in vacuo and the residue is purified by flash chromatography (20% EtOAc in hexane) to give 150 mg (27%) of the title product as a brown oil. 1H NMR (CDCl3) 1.34 (m, 2 H), 1.50 (m, 1 H), 1.65 (d, J=11.7 Hz, 2 H), 2.08 (t, J=12.0 Hz, 2 H), 2....